describe an organic reaction: reactants, conditions, products, and yield From a dataset of the Open Reaction Database (ORD), a public repository of structured organic reaction records. The reactants are C([O-])(O)=O (Bicarbonate), C(C(C)C)NC(=O)P([O-])([O-])=O.[K+].[K+] (potassium isobutylcarbamoylphosphonate). Yields the product C(N)(=O)P([O-])([O-])=O (Carbamoylphosphonate), C(C(C)C)NC(=O)P([O-])([O-])=O.[K+].[K+] (potassium isobutylcarbamoylphosphonate). RXN SMILES: C(=O)(O)[O-].[CH2:5]([NH:9][C:10]([P:12](=[O:15])([O-:14])[O-:13])=[O:11])[CH:6]([CH3:8])[CH3:7].[K+:16].[K+]>>[C:10]([P:12](=[O:13])([O-:15])[O-:14])(=[O:11])[NH2:9].[CH2:5]([NH:9][C:10]([P:12](=[O:13])([O-:15])[O-:14])=[O:11])[CH:6]([CH3:8])[CH3:7].[K+:16].[K+:16] |f:1.2.3,5.6.7|. Procedure details: The procedure of Example 76 is repeated substituting the indicated "Bicarbonate Salt" for the potassium bicarbonate of Example 76 and an equivalent amount of the indicated "Carbamoylphosphonate" for the ammonium monoisobutyl carbamoylphosphonate of Example 76 to obtain the indicated "Salt Product." Reactants: COC(=O)c1ccc(Br)c(C)c1, O=C([O-])[O-], [K+], [K+], C1COCCO1, O, Cc1ccccc1B(O)O. The product is COC(=O)c1ccc(-c2ccccc2C)c(C)c1. RXN SMILES: [Br:1][c:2]1[c:3]([CH3:12])[cH:4][c:5]([C:6](=[O:7])[O:8][CH3:9])[cH:10][cH:11]1.[C:23](=[O:24])([O-:25])[O-:26].[K+:27].[K+:28].[O:30]1[CH2:31][CH2:32][O:33][CH2:34][CH2:35]1.[OH2:29].[c:13]1([CH3:22])[c:14]([B:19]([OH:20])[OH:21])[cH:15][cH:16][cH:17][cH:18]1>>[c:2]1(-[c:14]2[c:13]([CH3:22])[cH:18][cH:17][cH:16][cH:15]2)[c:3]([CH3:12])[cH:4][c:5]([C:6](=[O:7])[O:8][CH3:9])[cH:10][cH:11]1. Reactants: CCCCCCCCCCCCCCCCNc1ccc(C(=O)OCC)s1, CCO, [Na+], [OH-]. Yields the product CCCCCCCCCCCCCCCCNc1ccc(C(=O)O)s1. RXN SMILES: [CH2:1]([CH2:2][CH2:3][CH2:4][CH2:5][CH2:6][CH2:7][CH2:8][CH2:9][CH2:10][CH2:11][CH2:12][CH2:13][CH2:14][CH2:15][CH3:16])[NH:17][c:18]1[cH:19][cH:20][c:21]([C:23](=[O:24])[O:25][CH2:26][CH3:27])[s:22]1.[CH3:30][CH2:31][OH:32].[Na+:29].[OH-:28]>>[CH2:1]([CH2:2][CH2:3][CH2:4][CH2:5][CH2:6][CH2:7][CH2:8][CH2:9][CH2:10][CH2:11][CH2:12][CH2:13][CH2:14][CH2:15][CH3:16])[NH:17][c:18]1[cH:19][cH:20][c:21]([C:23](=[O:24])[OH:25])[s:22]1. Starting materials: O=Cc1ccc(Br)cc1, COc1cc(C(C)=O)ccc1O, CO, Cl, [Na+], [OH-]. The product is COc1cc(C(=O)C=Cc2ccc(Br)cc2)ccc1O. Reaction SMILES: [Br:13][c:14]1[cH:15][cH:16][c:17]([CH:18]=[O:19])[cH:20][cH:21]1.[CH3:1][C:2](=[O:3])[c:4]1[cH:5][c:6]([O:7][CH3:8])[c:9]([OH:10])[cH:11][cH:12]1.[CH3:25][OH:26].[ClH:24].[Na+:23].[OH-:22]>>[CH:1]([C:2](=[O:3])[c:4]1[cH:5][c:6]([O:7][CH3:8])[c:9]([OH:10])[cH:11][cH:12]1)=[CH:18][c:17]1[cH:16][cH:15][c:14]([Br:13])[cH:21][cH:20]1. Starting materials: C(C)N1C(=C(C2=CC=CC=C12)C(=O)C1=C(C=CC=C1)C(=O)O)C ((1-ethyl-2-methylindol-3-yl) (2-carboxyphenyl)ketone), C1(=CC=CC=C1)C=1C=C2C=CC=CN2C1C1=CC=CC=C1 (2,3-diphenylindolizine), C(C)(=O)OC(C)=O (acetic anhydride). The product is C(C)N1C(=C(C2=CC=CC=C12)C1(OC(=O)C2=CC=CC=C12)C1=C(C(=C2C=CC=CN12)C1=CC=CC=C1)C1=CC=CC=C1)C (3-(1-ethyl-2-methylindol-3-yl)-3-(1,2-diphenylindolizin-3-yl)phthalide). As a reaction SMILES: [CH2:1]([N:3]1[C:11]2[C:6](=[CH:7][CH:8]=[CH:9][CH:10]=2)[C:5]([C:12]([C:14]2[CH:19]=[CH:18][CH:17]=[CH:16][C:15]=2[C:20]([OH:22])=O)=[O:13])=[C:4]1[CH3:23])[CH3:2].[C:24]1([C:30]2[CH:31]=[C:32]3[N:37]([C:38]=2C2C=CC=CC=2)[CH:36]=[CH:35][CH:34]=[CH:33]3)[CH:29]=[CH:28][CH:27]=[CH:26][CH:25]=1.C(O[C:49](=O)[CH3:50])(=O)C>>[CH2:1]([N:3]1[C:11]2[C:6](=[CH:7][CH:8]=[CH:9][CH:10]=2)[C:5]([C:12]2([C:38]3[N:37]4[C:32]([CH:33]=[CH:34][CH:35]=[CH:36]4)=[C:31]([C:50]4[CH:49]=[CH:6][CH:5]=[CH:4][CH:23]=4)[C:30]=3[C:24]3[CH:25]=[CH:26][CH:27]=[CH:28][CH:29]=3)[C:14]3[C:15](=[CH:16][CH:17]=[CH:18][CH:19]=3)[C:20](=[O:22])[O:13]2)=[C:4]1[CH3:23])[CH3:2]. Procedure details: A mixture of 3.06 grams of (1-ethyl-2-methylindol-3-yl) (2-carboxyphenyl)ketone, 2.7 grams of 2,3-diphenylindolizine and 10 ml. of acetic anhydride was heated at about 50° C. for 107 minutes. The reaction mixture was cooled and filtered and the obtained product was recrystallized from a toluene-heptane mixture. The 3.3 grams of product were recrystallized from a toluene-heptane mixture to a constant melting point of 227°-227.5° C. A chloroform solution of the product when applied to silica gel p...